From a dataset of the Open Reaction Database (ORD), a public repository of structured organic reaction records. describe an organic reaction: reactants, conditions, products, and yield The reactants are COc1ccc(S(=O)(=O)Cl)cc1[N+](=O)[O-], ClC(Cl)Cl, N. Product: COc1ccc(S(N)(=O)=O)cc1[N+](=O)[O-]. Reaction SMILES: [CH3:1][O:2][c:3]1[cH:4][cH:5][c:6]([S:12](=[O:13])(=[O:14])[Cl:15])[cH:7][c:8]1[N+:9](=[O:10])[O-:11].[CH:17]([Cl:18])([Cl:19])[Cl:20].[NH3:16]>>[CH3:1][O:2][c:3]1[cH:4][cH:5][c:6]([S:12](=[O:13])(=[O:14])[NH2:16])[cH:7][c:8]1[N+:9](=[O:10])[O-:11].